Dataset: the Open Reaction Database (ORD), a public repository of structured organic reaction records. Task: describe an organic reaction: reactants, conditions, products, and yield The reactants are Fc1ccc(-c2nc3occn3c2-c2ccc3nnc(-c4ccc(Br)cc4F)n3c2)cc1, CC(C)(CN)CO, CN(C)C=O, Cl[Pd]Cl, c1ccc(P(c2ccccc2)c2ccccc2)cc1, c1ccc(P(c2ccccc2)c2ccccc2)cc1. Product: CC(C)(CO)CNC(=O)c1ccc(-c2nnc3ccc(-c4c(-c5ccc(F)cc5)nc5occn45)cn23)c(F)c1. As a reaction SMILES: [Br:1][c:2]1[cH:3][c:4]([F:32])[c:5](-[c:8]2[n:9][n:10][c:11]3[n:12]2[cH:13][c:14](-[c:17]2[c:18](-[c:25]4[cH:26][cH:27][c:28]([F:31])[cH:29][cH:30]4)[n:19][c:20]4[o:21][cH:22][cH:23][n:24]24)[cH:15][cH:16]3)[cH:6][cH:7]1.[NH2:33][CH2:34][C:35]([CH2:36][OH:37])([CH3:38])[CH3:39].[O:40]=[CH:41][N:42]([CH3:43])[CH3:44].[Pd:45]([Cl:46])[Cl:47].[c:48]1([P:49]([c:50]2[cH:51][cH:52][cH:53][cH:54][cH:55]2)[c:56]2[cH:57][cH:58][cH:59][cH:60][cH:61]2)[cH:62][cH:63][cH:64][cH:65][cH:66]1.[c:67]1([P:68]([c:69]2[cH:70][cH:71][cH:72][cH:73][cH:74]2)[c:75]2[cH:76][cH:77][cH:78][cH:79][cH:80]2)[cH:81][cH:82][cH:83][cH:84][cH:85]1>>[c:2]1([C:41]([NH:33][CH2:34][C:35]([CH2:36][OH:37])([CH3:38])[CH3:39])=[O:40])[cH:3][c:4]([F:32])[c:5](-[c:8]2[n:9][n:10][c:11]3[n:12]2[cH:13][c:14](-[c:17]2[c:18](-[c:25]4[cH:26][cH:27][c:28]([F:31])[cH:29][cH:30]4)[n:19][c:20]4[o:21][cH:22][cH:23][n:24]24)[cH:15][cH:16]3)[cH:6][cH:7]1. The reactants are C1(=CC=CC=C1)CCCN1C[C@@H](CCC1)NC(OC(C)(C)C)=O (tert-butyl [(3R)-1-(3-phenylpropyl)-3-piperidinyl]carbamate), Cl.CCOC(=O)C (HCl AcOEt). Solvent: CCOC(=O)C (AcOEt). Run at time 3 hour. Product: C1(=CC=CC=C1)CCCN1C[C@@H](CCC1)N ((3R)-1-(3-phenylpropyl)-3-piperidineamine). Isolated yield 97.1%. Reaction SMILES: [C:1]1([CH2:7][CH2:8][CH2:9][N:10]2[CH2:15][CH2:14][CH2:13][C@@H:12]([NH:16]C(=O)OC(C)(C)C)[CH2:11]2)[CH:6]=[CH:5][CH:4]=[CH:3][CH:2]=1.Cl.CCOC(C)=O>CCOC(C)=O>[C:1]1([CH2:7][CH2:8][CH2:9][N:10]2[CH2:15][CH2:14][CH2:13][C@@H:12]([NH2:16])[CH2:11]2)[CH:2]=[CH:3][CH:4]=[CH:5][CH:6]=1 |f:1.2|. Reported procedure: To a solution of tert-butyl [(3R)-1-(3-phenylpropyl)-3-piperidinyl]carbamate (880 mg) in AcOEt (1.3 mL) was added 4N HCl—AcOEt (8.8 mL). The mixture was stirred at ambient temperature for 3 hours. The solvent was evaporated. Dichloromethane (10 ml) and saturated sodium bicarbonate (15 ml) was added. Aqueous layer was separated and extracted with dichloromethane. Combined organic layer was dried over magnesium sulfate, filtered and evaporated in vacuo to give (3R)-1-(3-phenylpropyl)-3-piperidinea... Reactants: C(C)(C)(C)OC(=O)NCCC1=CSC=C1 (N-tert-butoxycarbonyl-2-(3-thienyl)ethylamine), C=O (paraformaldehyde), O.C1(=CC=C(C=C1)S(=O)(=O)O)C (p-toluenesulfonic acid monohydrate). Solvent: C1(=CC=CC=C1)C (toluene), C(C)(=O)OCC (ethyl acetate). Yields the product C(C)(C)(C)OC(=O)N1CC2=C(CC1)C=CS2 (6-tert-butoxycarbonyl-4,5,6,7-tetrahydrothieno[2,3-c]pyridine). Reaction SMILES: [C:1]([O:5][C:6]([NH:8][CH2:9][CH2:10][C:11]1[CH:15]=[CH:14][S:13][CH:12]=1)=[O:7])([CH3:4])([CH3:3])[CH3:2].C=O.O.[C:19]1(C)C=CC(S(O)(=O)=O)=CC=1>C1(C)C=CC=CC=1.C(OCC)(=O)C>[C:1]([O:5][C:6]([N:8]1[CH2:9][CH2:10][C:11]2[CH:15]=[CH:14][S:13][C:12]=2[CH2:19]1)=[O:7])([CH3:4])([CH3:2])[CH3:3] |f:2.3|. Procedure: A solution of 1.753 g (7.711 mmol) of N-tert-butoxycarbonyl-2-(3-thienyl)ethylamine, 0.46 g (15.4 mmol) of powdered paraformaldehyde and 73 mg (0.39 mmol) of p-toluenesulfonic acid monohydrate in 150 ml of toluene was refluxed under dehydrating conditions for 0.5 hours in a Dean-Stark trap. The reaction mixture was cooled to room temperature and diluted with ethyl acetate, after which it was washed with aqueous sodium hydrogen carbonate; the organic layer was dried over anhydrous magnesium sulfa... Starting materials: CC(O)CC(C)O, COP(OC)OC. Product: COP1OC(C)CC(C)O1. RXN SMILES: [CH3:1][CH:2]([CH2:3][CH:4]([CH3:5])[OH:6])[OH:7].[CH3:8][O:9][P:10]([O:11][CH3:12])[O:13][CH3:14]>>[CH3:1][CH:2]1[CH2:3][CH:4]([CH3:5])[O:6][P:10]([O:9][CH3:8])[O:7]1. The reactants are NC1=C(C=C(C=C1)OC1=CC=CC=C1)[N+](=O)[O-] (1-amino-2-nitro-4-phenoxybenzene), [H][H] (hydrogen). The solvent is CO (methanol). The product is NC1=C(C=C(C=C1)OC1=CC=CC=C1)N (1,2-diamino-4-phenoxybenzene). Reaction SMILES: [NH2:1][C:2]1[CH:7]=[CH:6][C:5]([O:8][C:9]2[CH:14]=[CH:13][CH:12]=[CH:11][CH:10]=2)=[CH:4][C:3]=1[N+:15]([O-])=O.[H][H]>CO>[NH2:1][C:2]1[CH:7]=[CH:6][C:5]([O:8][C:9]2[CH:14]=[CH:13][CH:12]=[CH:11][CH:10]=2)=[CH:4][C:3]=1[NH2:15]. Procedure details: 4.8 G. of 1-amino-2-nitro-4-phenoxybenzene is hydrogenated in 100 ml. methanol at 1 atmosphere pressure, in the presence of 1 g. of 5% palladized carbon, until the theoretical uptake of hydrogen has occurred. The catalyst is removed by filtration and the filtrate evaporated to give 1,2-diamino-4-phenoxybenzene. The reactants are CC1(C)OCC(CONC(=O)c2ccc(F)c(F)c2Nc2ccc(I)cc2F)O1, CO, O, Cc1ccc(S(=O)(=O)O)cc1. The product is O=C(NOCC(O)CO)c1ccc(F)c(F)c1Nc1ccc(I)cc1F. As a reaction SMILES: [CH3:1][C:2]1([CH3:29])[O:3][CH2:4][CH:5]([CH2:7][O:8][NH:9][C:10]([c:11]2[c:12]([NH:19][c:20]3[c:21]([F:27])[cH:22][c:23]([I:26])[cH:24][cH:25]3)[c:13]([F:18])[c:14]([F:17])[cH:15][cH:16]2)=[O:28])[O:6]1.[CH3:41][OH:42].[OH2:43].[c:30]1([CH3:31])[cH:32][cH:33][c:34]([S:35]([OH:36])(=[O:37])=[O:38])[cH:39][cH:40]1>>[OH:3][CH2:4][CH:5]([OH:6])[CH2:7][O:8][NH:9][C:10]([c:11]1[c:12]([NH:19][c:20]2[c:21]([F:27])[cH:22][c:23]([I:26])[cH:24][cH:25]2)[c:13]([F:18])[c:14]([F:17])[cH:15][cH:16]1)=[O:28]. Starting materials: C(C1=CC=CC=C1)OC1=C(C=CC(=C1)OCC1=CC=CC=C1)C(CC(C(=O)OCC)=O)=O (ethyl 4-(2,4-dibenzyloxyphenyl)-2,4-dioxobutanoate), [OH-].[K+] (potassium hydroxide). Solvent: CO (methanol). Reaction conditions: time 18 hour. Yields the product C(C1=CC=CC=C1)OC1=C(C=CC(=C1)OCC1=CC=CC=C1)C(CC(C(=O)O)=O)=O (4-(2,4-dibenzyloxyphenyl)-2,4-dioxobutanoic acid). The yield is 32.1%. As a reaction SMILES: [CH2:1]([O:8][C:9]1[CH:14]=[C:13]([O:15][CH2:16][C:17]2[CH:22]=[CH:21][CH:20]=[CH:19][CH:18]=2)[CH:12]=[CH:11][C:10]=1[C:23](=[O:32])[CH2:24][C:25](=[O:31])[C:26]([O:28]CC)=[O:27])[C:2]1[CH:7]=[CH:6][CH:5]=[CH:4][CH:3]=1.[OH-].[K+]>CO>[CH2:1]([O:8][C:9]1[CH:14]=[C:13]([O:15][CH2:16][C:17]2[CH:18]=[CH:19][CH:20]=[CH:21][CH:22]=2)[CH:12]=[CH:11][C:10]=1[C:23](=[O:32])[CH2:24][C:25](=[O:31])[C:26]([OH:28])=[O:27])[C:2]1[CH:3]=[CH:4][CH:5]=[CH:6][CH:7]=1 |f:1.2|. Procedure: A solution of ethyl 4-(2,4-dibenzyloxyphenyl)-2,4-dioxobutanoate (2 g) in methanol (100 mL) is treated with 10% aqueous potassium hydroxide (10 mL) and the mixture stirred at room temperature for 18 hours. The reaction mixture is evaporated to low bulk and the residue partitioned between ethyl acetate (100 mL) and 1 N hydrochloric acid (50 mL). The organic phase is washed with water, dried over magnesium sulphate and evaporated in vacuo. The residue iscrystallised from a mixture of ethyl acetate... RXN SMILES: [C:1]1([SH:7])[CH:6]=[CH:5][CH:4]=[CH:3][CH:2]=1.[NH2-].[Na+].Br[CH:11]1[CH2:15][CH2:14][N:13]([CH2:16][C:17]2[CH:22]=[CH:21][CH:20]=[CH:19][CH:18]=2)[CH2:12]1.CS(C)=[O:25]>O>[CH2:16]([N:13]1[CH2:14][CH2:15][CH:11]([S:7][C:1]2[CH:6]=[CH:5][CH:4]=[CH:3][CH:2]=2)[C:12]1=[O:25])[C:17]1[CH:22]=[CH:21][CH:20]=[CH:19][CH:18]=1 |f:1.2|. Yield: 73.0%. Run in O (water). Procedure: A solution of 55 g (0.5 mole) of thiophenol in 50 ml of dimethylsulfoxide was added dropwise with stirring to 250 ml of dimethylsulfoxide containing 21.5 g (0.55 mole) of sodamide. After stirring the mixture at 40° C. for 1 hr, 120 g (0.05 mole) of 3-bromo-1-benzyl-pyrrolidine (slightly exothermic) was added dropwise. The solution was stirred at 60° C. for 1 hr, diluted with 500 ml of water and extracted with isopropyl ether. The ether phase was dried over sodium sulfate and concentrated, and th... Product: C(C1=CC=CC=C1)N1C(C(CC1)SC1=CC=CC=C1)=O (1-Benzyl-3-(phenylthio)pyrrolidone). Starting materials: [NH2-].[Na+] (sodamide), CS(=O)C (dimethylsulfoxide), BrC1CN(CC1)CC1=CC=CC=C1 (3-bromo-1-benzyl-pyrrolidine), C1(=CC=CC=C1)S (thiophenol), CS(=O)C (dimethylsulfoxide). Run at temperature 40 celsius, time 1 hour. Reactants: COC(=O)CCC(O)c1ccc(F)c(C)c1, [K+], C1COCCO1, [OH-]. Product: Cc1cc(C(O)CCC(=O)O)ccc1F. Reaction SMILES: [F:1][c:2]1[c:3]([CH3:16])[cH:4][c:5]([CH:8]([CH2:9][CH2:10][C:11](=[O:12])[O:13][CH3:14])[OH:15])[cH:6][cH:7]1.[K+:18].[O:19]1[CH2:20][CH2:21][O:22][CH2:23][CH2:24]1.[OH-:17]>>[F:1][c:2]1[c:3]([CH3:16])[cH:4][c:5]([CH:8]([CH2:9][CH2:10][C:11](=[O:12])[OH:13])[OH:15])[cH:6][cH:7]1. Starting materials: C(C)(C)(C)N1S(C(=C(C1=O)NCCCBr)C1=CC=CC=C1)(=O)=O (2-tert-butyl-4-[(3-bromopropyl)amino]-5-phenylisothiazol-3(2H)-one 1,1-dioxide), FC1=CC=C(C=C1)O (4-fluorophenol), C(=O)([O-])[O-].[K+].[K+] (K2CO3). Conditions: temperature 120 celsius. Product: C(C)(C)(C)N1S(C(=C(C1=O)NCCCOC1=CC=C(C=C1)F)C1=CC=CC=C1)(=O)=O (2-tert-Butyl-4-{[3-(4-fluorophenoxy)propyl]amino}-5-phenylisothiazol-3(2H)-one 1,1-dioxide). Isolated yield 31.0%. RXN SMILES: [C:1]([N:5]1[C:9](=[O:10])[C:8]([NH:11][CH2:12][CH2:13][CH2:14]Br)=[C:7]([C:16]2[CH:21]=[CH:20][CH:19]=[CH:18][CH:17]=2)[S:6]1(=[O:23])=[O:22])([CH3:4])([CH3:3])[CH3:2].[F:24][C:25]1[CH:30]=[CH:29][C:28]([OH:31])=[CH:27][CH:26]=1.C([O-])([O-])=O.[K+].[K+]>>[C:1]([N:5]1[C:9](=[O:10])[C:8]([NH:11][CH2:12][CH2:13][CH2:14][O:31][C:28]2[CH:29]=[CH:30][C:25]([F:24])=[CH:26][CH:27]=2)=[C:7]([C:16]2[CH:21]=[CH:20][CH:19]=[CH:18][CH:17]=2)[S:6]1(=[O:23])=[O:22])([CH3:4])([CH3:3])[CH3:2] |f:2.3.4|. Reported procedure: The title compound was prepared as described for Example 5 from 2-tert-butyl-4-[(3-bromopropyl)amino]-5-phenylisothiazol-3(2H)-one 1,1-dioxide and 4-fluorophenol using 3 equivalents of K2CO3 and with heating at 80° C. for 15 mins, 100° C. for 1 h and 120° C. for 1 h. The reaction mixture was evaporated to dryness and the residue was purified by silica gel column chromatography (Horizons Biotage) using 12-20% EtOAc in petroleum ether 40-60° C. as eluent to give the title compound (0.007 g, 31%). ...